This data is from the Open Reaction Database (ORD), a public repository of structured organic reaction records. The task is: describe an organic reaction: reactants, conditions, products, and yield Product: O=c1c2ccc3c(c2oc2cccc(F)c12)CC(CO)O3. Reactants: O=C([O-])[O-], C=CCc1c(O)ccc2c(=O)c3c(F)cccc3oc12, ClC(Cl)Cl, O=C(OO)c1cccc(Cl)c1, [K+], [K+], O. Reaction SMILES: [C:36](=[O:37])([O-:38])[O-:39].[CH2:1]([CH:2]=[CH2:3])[c:4]1[c:5]([OH:20])[cH:6][cH:7][c:8]2[c:9](=[O:19])[c:10]3[c:11]([F:18])[cH:12][cH:13][cH:14][c:15]3[o:16][c:17]12.[CH:32]([Cl:33])([Cl:34])[Cl:35].[Cl:21][c:22]1[cH:23][cH:24][cH:25][c:26]([C:27]([O:28][OH:30])=[O:29])[cH:31]1.[K+:40].[K+:41].[OH2:42]>>[CH2:1]1[CH:2]([CH2:3][OH:29])[O:20][c:5]2[c:4]1[c:17]1[c:8]([cH:7][cH:6]2)[c:9](=[O:19])[c:10]2[c:11]([F:18])[cH:12][cH:13][cH:14][c:15]2[o:16]1. Reactants: BrC=1C=C(C#N)C=CC1C1CCC=2N1C=NC2 (3-bromo-4-(6,7-dihydro-5H-pyrrolo[1,2-c]imidazol-5-yl)benzonitrile), CCO (EtOH), C=1C=CC(=CC1)P(C=2C=CC=CC2)C3=CC=C4C=CC=CC4=C3C5=C6C=CC=CC6=CC=C5P(C=7C=CC=CC7)C=8C=CC=CC8 (BINAP), C(=O)([O-])[O-].[Cs+].[Cs+] (Cs2CO3). The reagents and catalysts are C=1C=CC(=CC1)/C=C/C(=O)/C=C/C2=CC=CC=C2.C=1C=CC(=CC1)/C=C/C(=O)/C=C/C2=CC=CC=C2.C=1C=CC(=CC1)/C=C/C(=O)/C=C/C2=CC=CC=C2.[Pd].[Pd] (Pd2(dba)3). The solvent is COCCOC (DME). Reaction conditions: temperature 135 celsius. Yields the product C1=C2N(C=N1)C(CC2)C2=C(C=C(C#N)C=C2)OCC (4-(6,7-Dihydro-5H-pyrrolo[1,2-c]imidazol-5-yl)-3-ethoxybenzonitrile). Reaction SMILES: Br[C:2]1[CH:3]=[C:4]([CH:7]=[CH:8][C:9]=1[CH:10]1[N:14]2[CH:15]=[N:16][CH:17]=[C:13]2[CH2:12][CH2:11]1)[C:5]#[N:6].C1C=CC(P(C2C(C3C(P(C4C=CC=CC=4)C4C=CC=CC=4)=CC=C4C=3C=CC=C4)=C3C(C=CC=C3)=CC=2)C2C=CC=CC=2)=CC=1.C([O-])([O-])=O.[Cs+].[Cs+].[CH3:70][CH2:71][OH:72]>C1C=CC(/C=C/C(/C=C/C2C=CC=CC=2)=O)=CC=1.C1C=CC(/C=C/C(/C=C/C2C=CC=CC=2)=O)=CC=1.C1C=CC(/C=C/C(/C=C/C2C=CC=CC=2)=O)=CC=1.[Pd].[Pd].COCCOC>[CH:17]1[N:16]=[CH:15][N:14]2[CH:10]([C:9]3[CH:8]=[CH:7][C:4]([C:5]#[N:6])=[CH:3][C:2]=3[O:72][CH2:71][CH3:70])[CH2:11][CH2:12][C:13]=12 |f:2.3.4,6.7.8.9.10|. Procedure: A solution of 3-bromo-4-(6,7-dihydro-5H-pyrrolo[1,2-c]imidazol-5-yl)benzonitrile (0.090 g, 0.312 mmol) given in Example 3 (table 2), Pd2(dba)3 (0.029 g, 0.031 mmol), BINAP (0.039 g, 0.062 mmol), Cs2CO3 (0.204 g, 0.625 mmol), EtOH (0.091 mL, 1.54 mmol), and DME (4 mL) is heated in a microwave reactor at 135° C. for 1.5 h. At that point LCMS showed consumption of the starting material. The mixture is filtered and then the filtrate is concentrated. The residue is then purified by flash chromatograp... The reactants are ClC(=O)OCC1=CC=CC=C1 (Benzyl chloroformate), N[C@@H](C(C)(C)S)C(=O)O (L-penicillamine), [OH-].[K+] (KOH), CCOCC (Et2O). The solvent is O (water). Conditions: temperature 0 celsius. Product: C(C1=CC=CC=C1)OC(=O)N[C@@H](C(C)(C)S)C(=O)O (N-benzyloxycarbonyl-L-penicillamine). The yield is 71.0%. RXN SMILES: [NH2:1][C@H:2]([C:7]([OH:9])=[O:8])[C:3]([SH:6])([CH3:5])[CH3:4].[OH-].[K+].CCOCC.Cl[C:18]([O:20][CH2:21][C:22]1[CH:27]=[CH:26][CH:25]=[CH:24][CH:23]=1)=[O:19]>O>[CH2:21]([O:20][C:18]([NH:1][C@H:2]([C:7]([OH:9])=[O:8])[C:3]([SH:6])([CH3:5])[CH3:4])=[O:19])[C:22]1[CH:27]=[CH:26][CH:25]=[CH:24][CH:23]=1 |f:1.2|. Procedure details: To L-penicillamine (15.75 g; 105.8 mmol) was added a solution of KOH (12.4 g; 222.2 mmol) in water (250 ml). When the solution was complete, Et2O (100 ml) was added and the solution cooled to 0° C. Benzyl chloroformate (14.9 ml; 105.8 mmol) was added dropwise and the stirred reaction mixture allowed to warm to RT. The layers were separated, the aqueous layer acidified to pH 1-1.5 with 1N hydrochloric acid, extracted with CH2Cl2 (×3) and dried (MgSO4). The solvent was removed in vacuo to yield N-... Product: CCOCCOc1c(C=Cc2nc3sccn3c(=O)c2-c2ccc(C#N)cc2)cccc1OC. Reactants: CCOCCOc1c(C=O)cccc1OC, Cc1nc2sccn2c(=O)c1-c1ccc(C#N)cc1, CC[O-], [Na+]. As a reaction SMILES: [CH2:20]([CH3:21])[O:22][CH2:23][CH2:24][O:25][c:26]1[c:27]([CH:28]=[O:29])[cH:30][cH:31][cH:32][c:33]1[O:34][CH3:35].[CH3:1][c:2]1[n:3][c:4]2[n:5]([c:6](=[O:16])[c:7]1-[c:8]1[cH:9][cH:10][c:11]([C:12]#[N:13])[cH:14][cH:15]1)[cH:17][cH:18][s:19]2.[CH3:37][CH2:38][O-:39].[Na+:36]>>[CH:1]([c:2]1[n:3][c:4]2[n:5]([c:6](=[O:16])[c:7]1-[c:8]1[cH:9][cH:10][c:11]([C:12]#[N:13])[cH:14][cH:15]1)[cH:17][cH:18][s:19]2)=[CH:28][c:27]1[c:26]([O:25][CH2:24][CH2:23][O:22][CH2:20][CH3:21])[c:33]([O:34][CH3:35])[cH:32][cH:31][cH:30]1. Reactants: BrC1=CC(=C(C=C1)S(=O)(=O)Cl)C (4-bromo-2-methylbenzene sulfonyl chloride), NCCN1CCOCC1 (4-(2-aminoethyl)morpholine), C(C)(C)N(C(C)C)CC (N,N-diisopropylethylamine). Solvent: O1CCCC1 (tetrahydrofuran). Conditions: temperature 40 celsius, time 18 hour. Product: BrC1=CC(=C(C=C1)S(=O)(=O)NCCN1CCOCC1)C (4-bromo-2-methyl-N-(2-morpholin-4-yl-ethyl)benzene sulfonamide). Yield: 99.4%. RXN SMILES: [Br:1][C:2]1[CH:7]=[CH:6][C:5]([S:8](Cl)(=[O:10])=[O:9])=[C:4]([CH3:12])[CH:3]=1.[NH2:13][CH2:14][CH2:15][N:16]1[CH2:21][CH2:20][O:19][CH2:18][CH2:17]1.C(N(CC)C(C)C)(C)C>O1CCCC1>[Br:1][C:2]1[CH:7]=[CH:6][C:5]([S:8]([NH:13][CH2:14][CH2:15][N:16]2[CH2:21][CH2:20][O:19][CH2:18][CH2:17]2)(=[O:10])=[O:9])=[C:4]([CH3:12])[CH:3]=1. Procedure: A mixture of 4-bromo-2-methylbenzene sulfonyl chloride (700 mg, 2.6 mmol), 4-(2-aminoethyl)morpholine (372 mg, 2.86 mmol, 1.1 eq), and N,N-diisopropylethylamine (1.0 mL, 5.71 mmol, 2.2 eq) in anhydrous tetrahydrofuran (13 mL, 0.2 M) was stirred at 40° C. under nitrogen for 18 h. Solvent was removed at reduced pressure and the residue was partitioned between EtOAc and water. The organic phase was washed with water and brine, dried over Na2SO4, and concentrated at reduced pressure. The residue was... Reactants: BrCCCCOC[C@@H]1CC[C@H](CC1)CN(S(=O)(=O)C1=CC=C(C=C1)C(F)(F)F)C (trans-N-[4-(4-bromo-butoxymethyl)-cyclohexylmethyl]-N-methyl-4-trifluoromethyl-benzenesulfonamide), N1CCCCC1 (piperidine). Solvent: CN(C(C)=O)C (N,N-dimethylacetamide). The product is CN(S(=O)(=O)C1=CC=C(C=C1)C(F)(F)F)C[C@@H]1CC[C@H](CC1)COCCCCN1CCCCC1 (trans-N-methyl-N-[4-(4-piperidin-1-yl-butoxymethyl)-cyclohexylmethyl]-4-trifluoromethyl-benzenesulfonamide). As a reaction SMILES: Br[CH2:2][CH2:3][CH2:4][CH2:5][O:6][CH2:7][C@H:8]1[CH2:13][CH2:12][C@H:11]([CH2:14][N:15]([CH3:29])[S:16]([C:19]2[CH:24]=[CH:23][C:22]([C:25]([F:28])([F:27])[F:26])=[CH:21][CH:20]=2)(=[O:18])=[O:17])[CH2:10][CH2:9]1.[NH:30]1[CH2:35][CH2:34][CH2:33][CH2:32][CH2:31]1>CN(C)C(=O)C>[CH3:29][N:15]([CH2:14][C@H:11]1[CH2:12][CH2:13][C@H:8]([CH2:7][O:6][CH2:5][CH2:4][CH2:3][CH2:2][N:30]2[CH2:35][CH2:34][CH2:33][CH2:32][CH2:31]2)[CH2:9][CH2:10]1)[S:16]([C:19]1[CH:24]=[CH:23][C:22]([C:25]([F:28])([F:27])[F:26])=[CH:21][CH:20]=1)(=[O:18])=[O:17]. Reported procedure: In analogy to the method described in example 12.1, trans-N-[4-(4-bromo-butoxymethyl)-cyclohexylmethyl]-N-methyl-4-trifluoromethyl-benzenesulfonamide was reacted with piperidine in N,N-dimethylacetamide at room temperature to yield trans-N-methyl-N-[4-(4-piperidin-1-yl-butoxymethyl)-cyclohexylmethyl]-4-trifluoromethyl-benzenesulfonamide as light yellow solid, MS: 505 (MH+). Starting materials: C(=O)(Cl)Cl (phosgene), C(C1=CC=CC=C1)NCCCC (N-benzyl-n-butylamine). The solvent is C1(=CC=CC=C1)C (toluene), C1(=CC=CC=C1)C (toluene). Yields the product C(C1=CC=CC=C1)N(C(=O)Cl)CCCC (N-benzyl-N-(n-butyl)carbamyl chloride). Reaction SMILES: [C:1]([Cl:4])(Cl)=[O:2].[CH2:5]([NH:12][CH2:13][CH2:14][CH2:15][CH3:16])[C:6]1[CH:11]=[CH:10][CH:9]=[CH:8][CH:7]=1>C1(C)C=CC=CC=1>[CH2:5]([N:12]([CH2:13][CH2:14][CH2:15][CH3:16])[C:1]([Cl:4])=[O:2])[C:6]1[CH:11]=[CH:10][CH:9]=[CH:8][CH:7]=1. Procedure: A solution of 20.0 g of phosgene in 100 ml. of toluene is stirred at 0° C. while a solution of 32.6 g. of N-benzyl-n-butylamine in 50 ml. of toluene is added during 15 minutes. The mixture is filtered and the filtrate is evpaorated. The residue is evaporatively distilled at 105° C. under reduced pressure (250-350 microns) to yield N-benzyl-N-(n-butyl)carbamyl chloride as a colorless liquid.